Dataset: the Open Reaction Database (ORD), a public repository of structured organic reaction records. Task: describe an organic reaction: reactants, conditions, products, and yield The reactants are Br, CC(=O)O, COc1cccc(CCC(N)c2ccccc2)c1, CCOCC. Product: Br, NC(CCc1cccc(O)c1)c1ccccc1. As a reaction SMILES: [BrH:23].[C:19]([OH:20])(=[O:21])[CH3:22].[CH3:1][O:2][c:3]1[cH:4][c:5]([CH2:9][CH2:10][CH:11]([c:12]2[cH:13][cH:14][cH:15][cH:16][cH:17]2)[NH2:18])[cH:6][cH:7][cH:8]1.[CH3:24][CH2:25][O:26][CH2:27][CH3:28]>>[BrH:23].[OH:2][c:3]1[cH:4][c:5]([CH2:9][CH2:10][CH:11]([c:12]2[cH:13][cH:14][cH:15][cH:16][cH:17]2)[NH2:18])[cH:6][cH:7][cH:8]1.